From a dataset of the Open Reaction Database (ORD), a public repository of structured organic reaction records. describe an organic reaction: reactants, conditions, products, and yield Reactants: NCC1CCC(NC(=O)OCc2ccccc2)CC1, CC(C)O, CO, CN(C)c1nc(Cl)nc2ccccc12, ClC(Cl)Cl, Cl, [Na+], O=C([O-])O. The product is CN(C)c1nc(NCC2CCC(NC(=O)OCc3ccccc3)CC2)nc2ccccc12. RXN SMILES: [CH2:16]([c:17]1[cH:18][cH:19][cH:20][cH:21][cH:22]1)[O:23][C:24]([NH:25][CH:26]1[CH2:27][CH2:28][CH:29]([CH2:32][NH2:33])[CH2:30][CH2:31]1)=[O:34].[CH3:40][CH:41]([OH:42])[CH3:43].[CH3:48][OH:49].[Cl:1][c:2]1[n:3][c:4]2[cH:5][cH:6][cH:7][cH:8][c:9]2[c:10]([N:12]([CH3:13])[CH3:14])[n:11]1.[Cl:44][CH:45]([Cl:46])[Cl:47].[ClH:15].[Na+:39].[O-:35][C:36]([OH:37])=[O:38]>>[c:2]1([NH:33][CH2:32][CH:29]2[CH2:28][CH2:27][CH:26]([NH:25][C:24]([O:23][CH2:16][c:17]3[cH:18][cH:19][cH:20][cH:21][cH:22]3)=[O:34])[CH2:31][CH2:30]2)[n:3][c:4]2[cH:5][cH:6][cH:7][cH:8][c:9]2[c:10]([N:12]([CH3:13])[CH3:14])[n:11]1.